The task is: describe an organic reaction: reactants, conditions, products, and yield. This data is from the Open Reaction Database (ORD), a public repository of structured organic reaction records. Starting materials: IC=1C=C(C=CC1)C(C1=NC2=C(N1)C=CC=C2)OC2CCN(CC2)C (2-[(3-iodophenyl)(1-methylpiperidin-4-yloxy)methyl]-1H-benzimidazole), [H-].[Na+] (sodium hydride), IC (iodomethane), dioxalate. The solvent is C(C)#N (acetonitrile), CC(=O)C (acetone). Run at temperature 0 celsius, time 15 hour. The product is IC=1C=C(C=CC1)C(C1=NC2=C(N1C)C=CC=C2)OC2CCN(CC2)C (2-[(3-iodophenyl)(1-methylpiperidin-4-yloxy)methyl]-1-methyl-1H-benzimidazole), dioxalate. RXN SMILES: [I:1][C:2]1[CH:3]=[C:4]([CH:8]([O:18][CH:19]2[CH2:24][CH2:23][N:22]([CH3:25])[CH2:21][CH2:20]2)[C:9]2[NH:13][C:12]3[CH:14]=[CH:15][CH:16]=[CH:17][C:11]=3[N:10]=2)[CH:5]=[CH:6][CH:7]=1.[H-].[Na+].I[CH3:29]>C(#N)C.CC(C)=O>[I:1][C:2]1[CH:3]=[C:4]([CH:8]([O:18][CH:19]2[CH2:24][CH2:23][N:22]([CH3:25])[CH2:21][CH2:20]2)[C:9]2[N:13]([CH3:29])[C:12]3[CH:14]=[CH:15][CH:16]=[CH:17][C:11]=3[N:10]=2)[CH:5]=[CH:6][CH:7]=1 |f:1.2|. Reported procedure: A solution of 2-[(3-iodophenyl)(1-methylpiperidin-4-yloxy)methyl]-1H-benzimidazole (example 51, 260 mg) in anhydrous acetonitrile (10 mL) is treated with 60% sodium hydride (47 mg) for 1 h at room temperature. The mixture is then cooled to 0° C. and iodomethane (36 μL) is introduced. After stirring for 15 h, dilution with water and extraction with ethyl acetate, the organic phase is dried over magnesium sulfate and concentrated under reduced pressure. The residue is purified by chromatography ov... The reactants are C1CCOC1, CC(C)[N-]C(C)C, N#Cc1ccc(F)cc1, [Li+], CN(C)C=O. The product is N#Cc1ccc(F)c(C=O)c1. As a reaction SMILES: [CH2:23]1[O:24][CH2:25][CH2:26][CH2:27]1.[CH3:11][CH:12]([N-:13][CH:14]([CH3:15])[CH3:16])[CH3:17].[F:1][c:2]1[cH:3][cH:4][c:5]([C:6]#[N:7])[cH:8][cH:9]1.[Li+:10].[O:18]=[CH:19][N:20]([CH3:21])[CH3:22]>>[F:1][c:2]1[c:3]([CH:19]=[O:18])[cH:4][c:5]([C:6]#[N:7])[cH:8][cH:9]1. The reactants are CCOC(=O)C(C)(CC)NC(=O)c1cc(Cl)c2ccccc2c1OCC1CCNCC1, C1CCOC1, CO, [Na+], [OH-]. Yields the product CCC(C)(NC(=O)c1cc(Cl)c2ccccc2c1OCC1CCNCC1)C(=O)O. As a reaction SMILES: [CH2:1]([CH3:2])[O:3][C:4]([C:5]([CH2:6][CH3:7])([CH3:8])[NH:9][C:10](=[O:11])[c:12]1[c:13]([O:23][CH2:24][CH:25]2[CH2:26][CH2:27][NH:28][CH2:29][CH2:30]2)[c:14]2[cH:15][cH:16][cH:17][cH:18][c:19]2[c:20]([Cl:22])[cH:21]1)=[O:31].[CH2:36]1[O:37][CH2:38][CH2:39][CH2:40]1.[CH3:32][OH:33].[Na+:35].[OH-:34]>>[O:3]=[C:4]([C:5]([CH2:6][CH3:7])([CH3:8])[NH:9][C:10](=[O:11])[c:12]1[c:13]([O:23][CH2:24][CH:25]2[CH2:26][CH2:27][NH:28][CH2:29][CH2:30]2)[c:14]2[cH:15][cH:16][cH:17][cH:18][c:19]2[c:20]([Cl:22])[cH:21]1)[OH:31]. Reactants: CO, CCN(CC)CCC(=O)c1ccc(C2CCCCC2)c(Cl)c1, [Na+], [Na+], O=C([O-])[O-]. Yields the product CCN(CC)CCC(O)c1ccc(C2CCCCC2)c(Cl)c1. As a reaction SMILES: [CH3:23][OH:24].[Cl:1][c:2]1[cH:3][c:4]([C:14]([CH2:15][CH2:16][N:17]([CH2:18][CH3:19])[CH2:20][CH3:21])=[O:22])[cH:5][cH:6][c:7]1[CH:8]1[CH2:9][CH2:10][CH2:11][CH2:12][CH2:13]1.[Na+:25].[Na+:26].[O-:27][C:28](=[O:29])[O-:30]>>[Cl:1][c:2]1[cH:3][c:4]([CH:14]([CH2:15][CH2:16][N:17]([CH2:18][CH3:19])[CH2:20][CH3:21])[OH:22])[cH:5][cH:6][c:7]1[CH:8]1[CH2:9][CH2:10][CH2:11][CH2:12][CH2:13]1. Reactants: C(C)(C)(C)OC(=O)N(S(=O)(=O)C)C=1C=C(C(=O)OC)C=CC1OC (methyl 3-(N-(tert-butoxycarbonyl)methylsulfonamido)-4-methoxybenzoate), [Li+].[OH-] (LiOH), [Li+].[OH-] (LiOH). Reaction SMILES: [C:1]([O:5][C:6]([N:8]([C:13]1[CH:14]=[C:15]([CH:20]=[CH:21][C:22]=1[O:23][CH3:24])[C:16]([O:18]C)=[O:17])[S:9]([CH3:12])(=[O:11])=[O:10])=[O:7])([CH3:4])([CH3:3])[CH3:2].[Li+].[OH-]>C1COCC1>[C:1]([O:5][C:6]([N:8]([C:13]1[CH:14]=[C:15]([CH:20]=[CH:21][C:22]=1[O:23][CH3:24])[C:16]([OH:18])=[O:17])[S:9]([CH3:12])(=[O:11])=[O:10])=[O:7])([CH3:4])([CH3:3])[CH3:2] |f:1.2|. Isolated yield 57.1%. Conditions: time 6 hour. Procedure: To a solution of methyl 3-(N-(tert-butoxycarbonyl)methylsulfonamido)-4-methoxybenzoate (2.260 g, 6.29 mmol) in THF (25 ml), aqueous 1M LiOH (6.29 ml, 6.29 mmol) was added, and the reaction was stirred at RT for 6 hours. Additional 1M LiOH (12.58 ml, 12.58 mmol) was added over 3 days with stirring at the same temperature. The solvents were removed under vacuum, and the residue was partitioned between EtOAc and 2N HCl; the organic phase was dried over Na2SO4 and the solvent was removed. The crude ... Run in C1CCOC1 (THF). The product is C(C)(C)(C)OC(=O)N(S(=O)(=O)C)C=1C=C(C(=O)O)C=CC1OC (3-(N-(tert-butoxycarbonyl)methylsulfonamido)-4-methoxybenzoic acid). The reactants are CO\C=C/1\C(NC(C2=CC=CC=C12)=O)=O ((4E)-4-(methoxymethylene)isoquinoline-1,3(2H,4H)-dione), N1(CCOCC1)CC1=CC=C(C=C1)N (4-morpholin-4-ylmethyl-phenylamine). Product: N1(CCOCC1)CC1=CC=C(C=C1)N\C=C\1/C(NC(C2=CC=CC=C12)=O)=O ((4Z)-4-({[4-(Morpholin-4-ylmethyl)phenyl]amino}methylene)isoquinoline-1,3(2H,4H)-dione). The yield is 18.7%. As a reaction SMILES: CO/[CH:3]=[C:4]1/[C:5](=[O:15])[NH:6][C:7](=[O:14])[C:8]2[C:13]/1=[CH:12][CH:11]=[CH:10][CH:9]=2.[N:16]1([CH2:22][C:23]2[CH:28]=[CH:27][C:26]([NH2:29])=[CH:25][CH:24]=2)[CH2:21][CH2:20][O:19][CH2:18][CH2:17]1>>[N:16]1([CH2:22][C:23]2[CH:28]=[CH:27][C:26]([NH:29]/[CH:3]=[C:4]3\[C:5](=[O:15])[NH:6][C:7](=[O:14])[C:8]4[C:13]\3=[CH:12][CH:11]=[CH:10][CH:9]=4)=[CH:25][CH:24]=2)[CH2:21][CH2:20][O:19][CH2:18][CH2:17]1. Procedure: Using the procedure described for the preparation of example 14, 100 mg (15% yield) of a yellow solid from 300 mg (1.47 mmol) of (4E)-4-(methoxymethylene)isoquinoline-1,3(2H,4H)-dione and 4-morpholin-4-ylmethyl-phenylamine 283.5 mg (1.47 mmol); mp 221-2MS (ESI) m/z 463.1 (M−1). Starting materials: ClC(=O)OC (methyl chloroformate), NC=1C=CC(=C2CCCC(C12)O)Br (8-amino-5-bromo-1,2,3,4-tetrahydronaphthalen-1-ol), C([O-])([O-])=O.[K+].[K+] (potassium carbonate). The reagents and catalysts are CN(C)C=1C=CN=CC1 (DMAP). Run in N1=CC=CC=C1 (pyridine). Reaction conditions: temperature 100 celsius, time 0.5 hour. Yields the product BrC=1C=CC=2NC(OC3C2C1CCC3)=O (6-bromo-7,8,9,9a-tetrahydro-3H-naptho[1,8-de][1,3]oxazine-2-one). Reaction SMILES: Cl[C:2]([O:4][CH3:5])=[O:3].[NH2:6][C:7]1[CH:8]=[CH:9][C:10]([Br:18])=[C:11]2[C:16]=1C(O)[CH2:14][CH2:13][CH2:12]2.C(=O)([O-])[O-].[K+].[K+]>CN(C1C=CN=CC=1)C.N1C=CC=CC=1>[Br:18][C:10]1[CH:9]=[CH:8][C:7]2[NH:6][C:2](=[O:3])[O:4][CH:5]3[CH2:14][CH2:13][CH2:12][C:11]=1[C:16]=23 |f:2.3.4|. Procedure details: To prepare this compound, DMAP (6 mg, 0.043 mmol) and methyl chloroformate (27 mg, 0.29 mmol) were added to a solution of 8-amino-5-bromo-1,2,3,4-tetrahydronaphthalen-1-ol (70 mg, 0.29 mol) in 1.5 mL pyridine at −10° C. The reaction was stirred for 0.5 hour, then extracted with ethyl acetate and water. The organic layer was washed sequentially with 2% aqueous HCl solution, water, and brine an then was dried over sodium sulfate, filtered, and concentrated under reduced pressure. The residue was d... Starting materials: CCc1nc2c(cnn2CC)c(NC2CCOCC2)c1CNC(=O)c1cccc(C(=O)NCc2ccc(OC)c(-c3cccc(C=O)c3)c2)n1, C1CNCCN1, CC(=O)O, CS(C)=O. Product: CCc1nc2c(cnn2CC)c(NC2CCOCC2)c1CNC(=O)c1cccc(C(=O)NCc2ccc(OC)c(-c3cccc(CN4CCNCC4)c3)c2)n1. RXN SMILES: [CH2:1]([CH3:2])[n:3]1[n:4][cH:5][c:6]2[c:7]1[n:8][c:9]([CH2:49][CH3:50])[c:10]([CH2:19][NH:20][C:21](=[O:22])[c:23]1[n:24][c:25]([C:29](=[O:30])[NH:31][CH2:32][c:33]3[cH:34][c:35](-[c:41]4[cH:42][c:43]([CH:47]=[O:48])[cH:44][cH:45][cH:46]4)[c:36]([O:39][CH3:40])[cH:37][cH:38]3)[cH:26][cH:27][cH:28]1)[c:11]2[NH:12][CH:13]1[CH2:14][CH2:15][O:16][CH2:17][CH2:18]1.[CH2:51]1[CH2:52][NH:53][CH2:54][CH2:55][NH:56]1.[CH3:57][C:58](=[O:59])[OH:60].[CH3:61][S:62]([CH3:63])=[O:64]>>[CH2:1]([CH3:2])[n:3]1[n:4][cH:5][c:6]2[c:7]1[n:8][c:9]([CH2:49][CH3:50])[c:10]([CH2:19][NH:20][C:21](=[O:22])[c:23]1[n:24][c:25]([C:29](=[O:30])[NH:31][CH2:32][c:33]3[cH:34][c:35](-[c:41]4[cH:42][c:43]([CH2:47][N:53]5[CH2:52][CH2:51][NH:56][CH2:55][CH2:54]5)[cH:44][cH:45][cH:46]4)[c:36]([O:39][CH3:40])[cH:37][cH:38]3)[cH:26][cH:27][cH:28]1)[c:11]2[NH:12][CH:13]1[CH2:14][CH2:15][O:16][CH2:17][CH2:18]1. The reactants are FC=1C=C(C=C(C1)F)C1=C(C(OC2=CC=CC=C12)=O)F (4-(3,5-difluorophenyl)-fluoro-2H-chromen-2-one), FC(C(CC)(O)C1=CN=C(S1)S)(F)F (1,1,1-trifluoro-2-(2-mercapto-1,3-thiazol-5-yl)butan-2-ol), C([O-])([O-])=O.[K+].[K+] (potassium carbonate). Solvent: CN1CCCC1=O (NMP). The product is FC=1C=C(C=C(C1)F)C1=CC(OC2=CC(=CC=C12)SC=1SC(=CN1)C(CC)(C(F)(F)F)O)=O (4-(3,5-difluorophenyl)-7-({5-[1-hydroxy-1-(trifluoromethyl)propyl]-1,3-thiazol-2-yl}thio)-2H-chromen-2-one). As a reaction SMILES: [F:1][C:2]1[CH:3]=[C:4]([C:9]2[C:18]3[C:13](=[CH:14][CH:15]=[CH:16][CH:17]=3)[O:12][C:11](=[O:19])[C:10]=2F)[CH:5]=[C:6]([F:8])[CH:7]=1.[F:21][C:22]([F:34])([F:33])[C:23]([C:27]1[S:31][C:30]([SH:32])=[N:29][CH:28]=1)([OH:26])[CH2:24][CH3:25].C(=O)([O-])[O-].[K+].[K+]>CN1C(=O)CCC1>[F:1][C:2]1[CH:3]=[C:4]([C:9]2[C:18]3[C:13](=[CH:14][C:15]([S:32][C:30]4[S:31][C:27]([C:23]([OH:26])([C:22]([F:21])([F:33])[F:34])[CH2:24][CH3:25])=[CH:28][N:29]=4)=[CH:16][CH:17]=3)[O:12][C:11](=[O:19])[CH:10]=2)[CH:5]=[C:6]([F:8])[CH:7]=1 |f:2.3.4|. Procedure details: A solution of 4-(3,5-difluorophenyl)-fluoro-2H-chromen-2-one (0.258 g, 0.93 mmol), 1,1,1-trifluoro-2-(2-mercapto-1,3-thiazol-5-yl)butan-2-ol, (0.250 g, 1.03 mmol) and potassium carbonate (0.387 g, 2.8 mmol) in NMP was heated at 120° C. overnight. The mixture was cooled to room temperature and partitioned between aqueous NH4Cl and EtOAc. The layers were separated and the aqueous phase was extracted with EtOAc. The combined organic layers were washed with water, brine and dried over anhydrous Na2S...